Dataset: the Open Reaction Database (ORD), a public repository of structured organic reaction records. Task: describe an organic reaction: reactants, conditions, products, and yield Starting materials: [Cl-].[NH4+] (ammonium chloride), solution, C[Mg]Br (methylmagnesium bromide), ClC1=C2C(=NC(=N1)N(C(=O)OC(C)(C)C)C(=O)OC(C)(C)C)N(N=C2CC=O)CC2=NC=C(C(=C2C)OC)C (di-tert-butyl {4-chloro-1-[(4-methoxy-3,5-dimethylpyridin-2-yl)methyl]-3-(2-oxoethyl)-1H-pyrazolo[3,4-d]pyrimidin-6-yl}imidodicarbonate), CC1=CC=C(C=C1)S(=O)(=O)OC(CC1=NN(C2=NC(=NC(=C21)Cl)N(C(=O)OC(C)(C)C)C(=O)OC(C)(C)C)CC2=NC=C(C(=C2C)OC)C)C#N (2-{6-[Bis(tert-butoxycarbonyl)amino]-4-chloro-1-[(4-methoxy-3,5-dimethylpyridin-2-yl)methyl]-1H-pyrazolo[3,4-d]pyrimidin-3-yl}-1-cyanoethyl 4-methylbenzenesulfonate). Run in C(C)OCC (diethyl ether), O1CCCC1 (tetrahydrofuran). Run at time 1 hour. Yields the product ClC1=C2C(=NC(=N1)N(C(=O)OC(C)(C)C)C(=O)OC(C)(C)C)N(N=C2CC(C)O)CC2=NC=C(C(=C2C)OC)C (Di-tert-butyl {4-chloro-3-(2-hydroxypropyl)-1-[(4-methoxy-3,5-dimethylpyridin-2-yl)methyl]-1H-pyrazolo[3,4-d]pyrimidin-6-yl}imidodicarbonate). Yield: 55.7%. Reaction SMILES: C[Mg]Br.ClC1N=C(N(C(OC(C)(C)C)=O)C(OC(C)(C)C)=O)N=C2N(CC3C(C)=C(OC)C(C)=CN=3)N=C(CC=O)C=12.CC1C=CC(S([O:53][CH:54]([C:92]#N)[CH2:55][C:56]2[C:64]3[C:59](=[N:60][C:61]([N:66]([C:74]([O:76][C:77]([CH3:80])([CH3:79])[CH3:78])=[O:75])[C:67]([O:69][C:70]([CH3:73])([CH3:72])[CH3:71])=[O:68])=[N:62][C:63]=3[Cl:65])[N:58]([CH2:81][C:82]3[C:87]([CH3:88])=[C:86]([O:89][CH3:90])[C:85]([CH3:91])=[CH:84][N:83]=3)[N:57]=2)(=O)=O)=CC=1.[Cl-].[NH4+]>C(OCC)C.O1CCCC1>[Cl:65][C:63]1[N:62]=[C:61]([N:66]([C:74]([O:76][C:77]([CH3:80])([CH3:79])[CH3:78])=[O:75])[C:67]([O:69][C:70]([CH3:72])([CH3:71])[CH3:73])=[O:68])[N:60]=[C:59]2[N:58]([CH2:81][C:82]3[C:87]([CH3:88])=[C:86]([O:89][CH3:90])[C:85]([CH3:91])=[CH:84][N:83]=3)[N:57]=[C:56]([CH2:55][CH:54]([OH:53])[CH3:92])[C:64]=12 |f:3.4|. Procedure: A 3 N solution of methylmagnesium bromide in diethyl ether (0.15 mL) was added dropwise to a mixture of di-tert-butyl {4-chloro-1-[(4-methoxy-3,5-dimethylpyridin-2-yl)methyl]-3-(2-oxoethyl)-1H-pyrazolo[3,4-d]pyrimidin-6-yl}imidodicarbonate of Step 1) of Example 3 (120 mg) and dehydrated tetrahydrofuran (1 mL) under cooling in a dry ice-acetone bath, and then the mixture was stirred for one hour. A saturated ammonium chloride solution (1 mL) was added dropwise to the reaction mixture, and then th... The reactants are CC(C)(C)O, CC=C(C)C, COc1ccc(C=O)cc1OC1CC=CC1, [O-][Cl+][O-], [Na+], [Na+], O=P([O-])(O)O. The product is COc1ccc(C(=O)O)cc1OC1CC=CC1. Reaction SMILES: [C:27]([OH:28])([CH3:29])([CH3:30])[CH3:31].[CH3:32][C:33](=[CH:34][CH3:35])[CH3:36].[CH:1]1([O:6][c:7]2[cH:8][c:9]([CH:10]=[O:11])[cH:12][cH:13][c:14]2[O:15][CH3:16])[CH2:2][CH:3]=[CH:4][CH2:5]1.[Cl+:17]([O-:18])[O-:19].[Na+:20].[Na+:26].[P:21]([O-:22])([OH:23])([OH:24])=[O:25]>>[CH:1]1([O:6][c:7]2[cH:8][c:9]([C:10](=[O:11])[OH:18])[cH:12][cH:13][c:14]2[O:15][CH3:16])[CH2:2][CH:3]=[CH:4][CH2:5]1. Yield: 79.5%. Procedure: A mixture of methyl (2-aminoindan-5-yl)acetate hydrochloride (2.43 g), potassium carbonate (5.52 g), water (60 ml), ethyl acetate (60 ml) and 4 chlorophenylsulfonyl chloride (2.11 g) is stirred at room temperature for one hour. The ethyl acetate layer is separated from the reaction mixture, washed with aqueous saline solution, dried, and distilled under reduced pressure to remove the solvent. The resulting crude product is recrystallized from a mixture of ethyl acetate and n-hexane to give methy... Conditions: time 1 hour. Product: ClC1=CC=C(C=C1)S(=O)(=O)NC1CC2=CC=C(C=C2C1)CC(=O)OC (methyl [2-[(4-chlorophenyl)sulfonylamino]indan-5-yl]acetate). Solvent: C(C)(=O)OCC (ethyl acetate). Reaction SMILES: [ClH:1].[NH2:2][CH:3]1[CH2:11][C:10]2[C:5](=[CH:6][CH:7]=[C:8]([CH2:12][C:13]([O:15][CH3:16])=[O:14])[CH:9]=2)[CH2:4]1.C(=O)([O-])[O-].[K+].[K+].O.Cl[C:25]1[CH:30]=[CH:29][CH:28]=[CH:27][C:26]=1[S:31](Cl)(=[O:33])=[O:32]>C(OCC)(=O)C>[Cl:1][C:29]1[CH:28]=[CH:27][C:26]([S:31]([NH:2][CH:3]2[CH2:11][C:10]3[C:5](=[CH:6][CH:7]=[C:8]([CH2:12][C:13]([O:15][CH3:16])=[O:14])[CH:9]=3)[CH2:4]2)(=[O:33])=[O:32])=[CH:25][CH:30]=1 |f:0.1,2.3.4|. Reactants: Cl.NC1CC2=CC=C(C=C2C1)CC(=O)OC (methyl (2-aminoindan-5-yl)acetate hydrochloride), C([O-])([O-])=O.[K+].[K+] (potassium carbonate), O (water), ClC1=C(C=CC=C1)S(=O)(=O)Cl (chlorophenylsulfonyl chloride). The reactants are ClC=1C=CC(=C(C1)C1=CC(N(C=C1OC)C(C(=O)O)CC)=O)C#N (2-[4-(5-chloro-2-cyanophenyl)-5-methoxy-2-oxopyridin-1(2H)-yl]butanoic acid), O1N=C(N=C1)C1=CC=C(N)C=C1 (4-(1,2,4-oxadiazol-3-yl)aniline). The product is ClC=1C=CC(=C(C1)C1=CC(N(C=C1OC)C(C(=O)NC1=CC=C(C=C1)C1=NOC=N1)CC)=O)C#N (2-[4-(5-Chloro-2-cyanophenyl)-5-methoxy-2-oxopyridin-1(2H)-yl]-N-[4-(1,2,4-oxadiazol-3-yl)phenyl]butanamide). Reaction SMILES: [Cl:1][C:2]1[CH:3]=[CH:4][C:5]([C:23]#[N:24])=[C:6]([C:8]2[C:13]([O:14][CH3:15])=[CH:12][N:11]([CH:16]([CH2:20][CH3:21])[C:17](O)=[O:18])[C:10](=[O:22])[CH:9]=2)[CH:7]=1.[O:25]1[CH:29]=[N:28][C:27]([C:30]2[CH:36]=[CH:35][C:33]([NH2:34])=[CH:32][CH:31]=2)=[N:26]1>>[Cl:1][C:2]1[CH:3]=[CH:4][C:5]([C:23]#[N:24])=[C:6]([C:8]2[C:13]([O:14][CH3:15])=[CH:12][N:11]([CH:16]([CH2:20][CH3:21])[C:17]([NH:34][C:33]3[CH:32]=[CH:31][C:30]([C:27]4[N:28]=[CH:29][O:25][N:26]=4)=[CH:36][CH:35]=3)=[O:18])[C:10](=[O:22])[CH:9]=2)[CH:7]=1. Procedure: 100 mg (0.29 mmol) of 2-[4-(5-chloro-2-cyanophenyl)-5-methoxy-2-oxopyridin-1(2H)-yl]butanoic acid (racemate) and 73 mg (0.43 mmol, 1.5 eq.) of 4-(1,2,4-oxadiazol-3-yl)aniline were reacted according to General Method 7. The crude product was purified by normal phase chromatography (mobile phase: dichloromethane/methanol 2-5% mixtures) and subsequently by preparative HPLC (water/acetonitrile/0.1% formic acid gradient). Yield: 81 mg (55% of theory) Reactants: C(C)C1C(CC(C(C(OC(C2CCCCN2C(C(C2(C(CC(C(C(CC(CC(=C1)C)C)OC)O2)OC)C)O)=O)=O)=O)C(=CC2CC(C(CC2)OC)O)C)C)O[Si](C(C)C)(C(C)C)C(C)C)=O (17-ethyl-1-hydroxy-14-triisopropylsilyloxy-12-[2'-(3"-hydroxy-4"-methoxycyclohexyl)-1'-methylvinyl]-23,25-dimethoxy-13,19,21,27-tetramethyl-11,28-dioxa-4-azatricyclo[22.3.1.04,9 ]-octacos-18-ene-2,3,10,16-tetraone), [N+](=O)([O-])C1=C(C=CC=C1)S(=O)(=O)Cl (o-nitrobenzenesulfonyl chloride). Yields the product C(C)C1C(CC(C(C(OC(C2CCCCN2C(C(C2(C(CC(C(C(CC(CC(=C1)C)C)OC)O2)OC)C)O)=O)=O)=O)C(=CC2CC(C(CC2)OC)OS(=O)(=O)C2=C(C=CC=C2)[N+](=O)[O-])C)C)O[Si](C(C)C)(C(C)C)C(C)C)=O (17-ethyl-1-hydroxy-14-triisopropylsilyloxy-12-[2'-(3"-o-nitrobenzenesulfonyloxy-4"-methoxycyclohexyl)-1'-methylvinyl]-23,25-dimethoxy-13,19,21,27-tetramethyl-11,28-dioxa-4-azatricyclo[22.3.1.04,9 ]octacos-18-ene-2,3,10,16-tetraone). Reaction SMILES: [CH2:1]([CH:3]1[CH:29]=[C:28]([CH3:30])[CH2:27][CH:26]([CH3:31])[CH2:25][CH:24]([O:32][CH3:33])[CH:23]2[O:34][C:19]([OH:38])([CH:20]([CH3:37])[CH2:21][CH:22]2[O:35][CH3:36])[C:18](=[O:39])[C:17](=[O:40])[N:16]2[CH:11]([CH2:12][CH2:13][CH2:14][CH2:15]2)[C:10](=[O:41])[O:9][CH:8]([C:42]([CH3:53])=[CH:43][CH:44]2[CH2:49][CH2:48][CH:47]([O:50][CH3:51])[CH:46]([OH:52])[CH2:45]2)[CH:7]([CH3:54])[CH:6]([O:55][Si:56]([CH:63]([CH3:65])[CH3:64])([CH:60]([CH3:62])[CH3:61])[CH:57]([CH3:59])[CH3:58])[CH2:5][C:4]1=[O:66])[CH3:2].[N+:67]([C:70]1[CH:75]=[CH:74][CH:73]=[CH:72][C:71]=1[S:76](Cl)(=[O:78])=[O:77])([O-:69])=[O:68]>>[CH2:1]([CH:3]1[CH:29]=[C:28]([CH3:30])[CH2:27][CH:26]([CH3:31])[CH2:25][CH:24]([O:32][CH3:33])[CH:23]2[O:34][C:19]([OH:38])([CH:20]([CH3:37])[CH2:21][CH:22]2[O:35][CH3:36])[C:18](=[O:39])[C:17](=[O:40])[N:16]2[CH:11]([CH2:12][CH2:13][CH2:14][CH2:15]2)[C:10](=[O:41])[O:9][CH:8]([C:42]([CH3:53])=[CH:43][CH:44]2[CH2:49][CH2:48][CH:47]([O:50][CH3:51])[CH:46]([O:52][S:76]([C:71]3[CH:72]=[CH:73][CH:74]=[CH:75][C:70]=3[N+:67]([O-:69])=[O:68])(=[O:77])=[O:78])[CH2:45]2)[CH:7]([CH3:54])[CH:6]([O:55][Si:56]([CH:60]([CH3:62])[CH3:61])([CH:57]([CH3:59])[CH3:58])[CH:63]([CH3:65])[CH3:64])[CH2:5][C:4]1=[O:66])[CH3:2]. Procedure: The reaction of 17-ethyl-1-hydroxy-14-triisopropylsilyloxy-12-[2'-(3"-hydroxy-4"-methoxycyclohexyl)-1'-methylvinyl]-23,25-dimethoxy-13,19,21,27-tetramethyl-11,28-dioxa-4-azatricyclo[22.3.1.04,9 ]-octacos-18-ene-2,3,10,16-tetraone with o-nitrobenzenesulfonyl chloride as in Example 34 yields 17-ethyl-1-hydroxy-14-triisopropylsilyloxy-12-[2'-(3"-o-nitrobenzenesulfonyloxy-4"-methoxycyclohexyl)-1'-methylvinyl]-23,25-dimethoxy-13,19,21,27-tetramethyl-11,28-dioxa-4-azatricyclo[22.3.1.04,9 ]octacos-18-e...